This data is from the Open Reaction Database (ORD), a public repository of structured organic reaction records. The task is: describe an organic reaction: reactants, conditions, products, and yield Reactants: O=C(n1ccnc1)n1ccnc1, CCOC(C)=O, CCN(C(C)C)C(C)C, CC(C)[Si](OC1CCN(N2CCC(Cc3ccc(-c4ccc(C(=O)O)cc4)cc3Cl)C2=O)CC1)(C(C)C)C(C)C, ClCCl, Cl, FC1(F)CCNCC1. Yields the product CC(C)[Si](OC1CCN(N2CCC(Cc3ccc(-c4ccc(C(=O)N5CCC(F)(F)CC5)cc4)cc3Cl)C2=O)CC1)(C(C)C)C(C)C. Reaction SMILES: [C:41]([n:42]1[cH:43][cH:44][n:45][cH:46]1)([n:47]1[cH:48][cH:49][n:50][cH:51]1)=[O:52].[CH3:74][CH2:75][O:76][C:77](=[O:78])[CH3:79].[CH:62]([N:63]([CH:64]([CH3:65])[CH3:66])[CH2:67][CH3:68])([CH3:69])[CH3:70].[Cl:1][c:2]1[cH:3][c:4](-[c:32]2[cH:33][cH:34][c:35]([C:38](=[O:39])[OH:40])[cH:36][cH:37]2)[cH:5][cH:6][c:7]1[CH2:8][CH:9]1[C:10](=[O:31])[N:11]([N:14]2[CH2:15][CH2:16][CH:17]([O:20][Si:21]([CH:22]([CH3:23])[CH3:24])([CH:25]([CH3:26])[CH3:27])[CH:28]([CH3:29])[CH3:30])[CH2:18][CH2:19]2)[CH2:12][CH2:13]1.[Cl:71][CH2:72][Cl:73].[ClH:53].[F:54][C:55]1([F:61])[CH2:56][CH2:57][NH:58][CH2:59][CH2:60]1>>[Cl:1][c:2]1[cH:3][c:4](-[c:32]2[cH:33][cH:34][c:35]([C:38](=[O:39])[N:58]3[CH2:57][CH2:56][C:55]([F:54])([F:61])[CH2:60][CH2:59]3)[cH:36][cH:37]2)[cH:5][cH:6][c:7]1[CH2:8][CH:9]1[C:10](=[O:31])[N:11]([N:14]2[CH2:15][CH2:16][CH:17]([O:20][Si:21]([CH:22]([CH3:23])[CH3:24])([CH:25]([CH3:26])[CH3:27])[CH:28]([CH3:29])[CH3:30])[CH2:18][CH2:19]2)[CH2:12][CH2:13]1. Reactants: BrCC1=C(C=CC=C1)N(C#N)C (N-(2-bromomethylphenyl)-N-methyl-cyanamide), [H-].[Na+] (sodium hydride), ice sodium chloride, C1(=CC=CC=C1O)C (ortho-cresol). Solvent: CN(C=O)C (dimethylformamide), CN(C=O)C (dimethylformamide), CN(C=O)C (dimethylformamide). Reaction conditions: temperature 20 celsius, time 40 minute. The product is CC1=C(OCC2=C(C=CC=C2)N(C#N)C)C=CC=C1 (N-[2-(2-methylphenoxymethyl)-phenyl]-N-methyl-cyanamide). Isolated yield 124.8%. As a reaction SMILES: [H-].[Na+].[C:3]1([CH3:10])[C:8]([OH:9])=[CH:7][CH:6]=[CH:5][CH:4]=1.Br[CH2:12][C:13]1[CH:18]=[CH:17][CH:16]=[CH:15][C:14]=1[N:19]([CH3:22])[C:20]#[N:21]>CN(C)C=O>[CH3:10][C:3]1[CH:4]=[CH:5][CH:6]=[CH:7][C:8]=1[O:9][CH2:12][C:13]1[CH:18]=[CH:17][CH:16]=[CH:15][C:14]=1[N:19]([CH3:22])[C:20]#[N:21] |f:0.1|. Procedure: 1 g (0.024 mol) of a 60% sodium hydride suspension is suspended in 10 ml of dimethylformamide and admixed with a solution of 2.2 g (0.02 mol) of ortho-cresol in 10 ml of dimethylformamide, and the mixture is stirred at 20° C. for 40 minutes. A solution of 11.3 g (0.02 mol) of 40% pure N-(2-bromomethylphenyl)-N-methyl-cyanamide in 10 ml of dimethylformamide is added, and the mixture is stirred at 20° C. for 18 hours. The mixture is stirred into 200 ml of ice/sodium chloride solution and extracted...